From a dataset of the Open Reaction Database (ORD), a public repository of structured organic reaction records. describe an organic reaction: reactants, conditions, products, and yield The reactants are CC=1NC=CN1 (2-methylimidazole), ClC=1N=C(C2=C(N1)SC(=C2)C(F)(F)F)NCC2=CC(=C(C=C2)Cl)Cl (2-chloro-6-trifluoromethyl-4-(3,4-dichlorobenzylamino)-thieno-[2,3-d]-pyrimidine). Product: CC=1N(C=CN1)C=1N=C(C2=C(N1)SC(=C2)C(F)(F)F)NCC2=CC(=C(C=C2)Cl)Cl (2-(2-methylimidazol-1-yl)-6-trifluoromethyl-4-(3,4-dichlorobenzylamino)-thieno-[2,3-d]-pyrimidine). Reaction SMILES: [CH3:1][C:2]1[NH:3][CH:4]=[CH:5][N:6]=1.Cl[C:8]1[N:9]=[C:10]([NH:21][CH2:22][C:23]2[CH:28]=[CH:27][C:26]([Cl:29])=[C:25]([Cl:30])[CH:24]=2)[C:11]2[CH:16]=[C:15]([C:17]([F:20])([F:19])[F:18])[S:14][C:12]=2[N:13]=1>>[CH3:1][C:2]1[N:3]([C:8]2[N:9]=[C:10]([NH:21][CH2:22][C:23]3[CH:28]=[CH:27][C:26]([Cl:29])=[C:25]([Cl:30])[CH:24]=3)[C:11]3[CH:16]=[C:15]([C:17]([F:19])([F:20])[F:18])[S:14][C:12]=3[N:13]=2)[CH:4]=[CH:5][N:6]=1. Reported procedure: Following the procedure of Example 97, the reaction of 2-methylimidazole with 2-chloro-6-trifluoromethyl-4-(3,4-dichlorobenzylamino)-thieno-[2,3-d]-pyrimidine gives 2-(2-methylimidazol-1-yl)-6-trifluoromethyl-4-(3,4-dichlorobenzylamino)-thieno-[2,3-d]-pyrimidine. Reactants: O=C(CCCBr)NCCC(=O)NC(Cc1c[nH]cn1)C(=O)O, CC(=O)Nc1ccc(O)cc1, CN(C)C=O, ClC(Cl)Cl. The product is CC(=O)Nc1ccc(OC(=O)C(Cc2c[nH]cn2)NC(=O)CCNC(=O)CCCBr)cc1. RXN SMILES: [Br:1][CH2:2][CH2:3][CH2:4][C:5](=[O:6])[NH:7][CH2:8][CH2:9][C:10](=[O:11])[NH:12][CH:13]([CH2:14][c:15]1[cH:16][nH:17][cH:18][n:19]1)[C:20](=[O:21])[OH:22].[CH3:23][C:24](=[O:25])[NH:26][c:27]1[cH:28][cH:29][c:30]([OH:31])[cH:32][cH:33]1.[CH3:38][N:39]([CH3:40])[CH:41]=[O:42].[CH:34]([Cl:35])([Cl:36])[Cl:37]>>[Br:1][CH2:2][CH2:3][CH2:4][C:5](=[O:6])[NH:7][CH2:8][CH2:9][C:10](=[O:11])[NH:12][CH:13]([CH2:14][c:15]1[cH:16][nH:17][cH:18][n:19]1)[C:20]([O:21][c:30]1[cH:29][cH:28][c:27]([NH:26][C:24]([CH3:23])=[O:25])[cH:33][cH:32]1)=[O:22].